Task: describe an organic reaction: reactants, conditions, products, and yield. Dataset: the Open Reaction Database (ORD), a public repository of structured organic reaction records Yields the product ClC1=CC=C(C=C1)C1=C(C(=C(C2=CC=CC=C12)C1=CC=C(C=C1)Cl)C)C(C(=O)O)OC(C)(C)C (2-(1,4-bis(4-chlorophenyl)-3-methylnaphthalen-2-yl)-2-tert-butoxyacetic acid). RXN SMILES: [C:1]([O:5][CH:6]([C:12]1[C:21]([CH3:22])=[C:20]([CH3:23])[C:19]2[C:14](=[CH:15][CH:16]=[CH:17][CH:18]=2)[C:13]=1[C:24]1[CH:29]=[CH:28][C:27]([Cl:30])=[CH:26][CH:25]=1)[C:7]([O:9]CC)=[O:8])([CH3:4])([CH3:3])[CH3:2].[Cl:31][C:32]1[CH:37]=[CH:36]C(B(O)O)=[CH:34][CH:33]=1>>[Cl:30][C:27]1[CH:28]=[CH:29][C:24]([C:13]2[C:14]3[C:19](=[CH:18][CH:17]=[CH:16][CH:15]=3)[C:20]([C:23]3[CH:36]=[CH:37][C:32]([Cl:31])=[CH:33][CH:34]=3)=[C:21]([CH3:22])[C:12]=2[CH:6]([O:5][C:1]([CH3:3])([CH3:4])[CH3:2])[C:7]([OH:9])=[O:8])=[CH:25][CH:26]=1. The reactants are C(C)(C)(C)OC(C(=O)OCC)C1=C(C2=CC=CC=C2C(=C1C)C)C1=CC=C(C=C1)Cl (ethyl 2-tert-butoxy-2-(1-(4-chlorophenyl)-3,4-dimethylnaphthalen-2-yl)acetate), ClC1=CC=C(C=C1)B(O)O (4-chlorobenzene boronic acid). Procedure: 2-(1,4-bis(4-chlorophenyl)-3-methylnaphthalen-2-yl)-2-tert-butoxyacetic acid (140) was prepared in a manner similar to 2-tert-butoxy-2-(1-(4-chlorophenyl)-3,4-dimethylnaphthalen-2-yl)acetic acid of Example 125, except using 4-chlorobenzene boronic acid in the Suzuki reaction, giving the title compound (mono trifluoroacetic acid salt). 1H-NMR: (400 MHz, DMSO-d6): δ 12.82 (s, 1H), 7.75-7.63 (m, 4H), 7.55 (dd, J=8.2, 2.4 Hz, 1H), 7.46-7.31 (m, 5H), 7.26-7.21 (m, 2H), 5.14 (s, 1H), 2.24 (s, 3H), 0.9... Starting materials: CNC(NNC1=CC=CC=C1)=S (4-methyl-1-phenylthiosemicarbazide), C(=O)O (formic acid). Product: CN1C(=N[N+](=C1)C1=CC=CC=C1)[S-] (4-methyl-1-phenyl1,2,4-triazolium-3-thiolate). Reaction SMILES: [CH3:1][NH:2][C:3](=[S:12])[NH:4][NH:5][C:6]1[CH:11]=[CH:10][CH:9]=[CH:8][CH:7]=1.[CH:13](O)=O>>[CH3:1][N:2]1[CH:13]=[N+:5]([C:6]2[CH:7]=[CH:8][CH:9]=[CH:10][CH:11]=2)[N:4]=[C:3]1[S-:12]. Procedure: To 150 ml of formic acid was added 18.1 g of 4-methyl-1-phenylthiosemicarbazide obtained in the above process and the mixture was heat-refluxed for 20 hours. After cooling the reaction mixture and crystals thus formed were collected by filtration and recrystallized from methanol to provide mesoionic 4-methyl-1-phenyl1,2,4-triazolium-3-thiolate as light yellow crystals. Starting materials: C(C)N (ethylamine), ClCCN=C=O (chloroethylisocyanate). Conditions: time 2 hour. Yields the product ClCCNC(=O)NCC (1-(2-chloroethyl)-3-ethylurea). Yield: 64.4%. RXN SMILES: [CH2:1]([NH2:3])[CH3:2].[Cl:4][CH2:5][CH2:6][N:7]=[C:8]=[O:9]>>[Cl:4][CH2:5][CH2:6][NH:7][C:8]([NH:3][CH2:1][CH3:2])=[O:9]. Procedure: A mixture of ethylamine (2.0M in THF, 2.369 mL, 4.74 mmol) and chloroethylisocyanate (0.50 g, 4.74 mmol) was stirred at RT for 2 h, concentrated to dryness and treated with MeCN. The solid was collected via filtration and dried to afford 1-(2-chloroethyl)-3-ethylurea (460 mg, 65%). 1H NMR (400 MHz, DMSO-d6): δ 6.05 (s, 1 H), 5.96 (s, 1 H), 3.54 (t, J=6.3 Hz, 2 H), 3.30-3.23 (m, 2 H), 3.02-2.93 (m, 2 H), 0.96 (t, J=7.2 Hz, 3 H); MS (ESI) m/z: 151.1 (M+H+).